This data is from the Open Reaction Database (ORD), a public repository of structured organic reaction records. The task is: describe an organic reaction: reactants, conditions, products, and yield Starting materials: C1(=CC=CC=C1)CC=1C=C(C=CC1)N (3-(Phenylmethyl)benzenamine), N1=CC=CC=C1 (pyridine), ClC(=O)OCC (Ethyl chloroformate). Reaction conditions: temperature 5 celsius, time 30 minute. Product: C1(=CC=CC=C1)CC1=CC=C(C=C1)NC(OCC)=O (ETHYL [4-(PHENYLMETHYL)PHENYL]CARBAMATE), ethyl [N-(phenylmethyl)phenyl]carbamate. RXN SMILES: [C:1]1([CH2:7][C:8]2[CH:9]=[C:10](N)[CH:11]=[CH:12][CH:13]=2)[CH:6]=[CH:5][CH:4]=[CH:3][CH:2]=1.Cl[C:16]([O:18][CH2:19][CH3:20])=[O:17].[N:21]1C=CC=CC=1>>[C:1]1([CH2:7][C:8]2[CH:9]=[CH:10][C:11]([NH:21][C:16](=[O:17])[O:18][CH2:19][CH3:20])=[CH:12][CH:13]=2)[CH:6]=[CH:5][CH:4]=[CH:3][CH:2]=1. Procedure: 3-(Phenylmethyl)benzenamine (0.1 mole) and pyridine (50 ml) are charged into a glass reaction vessel fitted with a mechanical stirrer and thermometer and are cooled to about 5° C. Ethyl chloroformate (0.125 mole) is added, with stirring, at about 5° C. Stirring is continued for a period of about 30 minutes at about 5° C., then for an additional 16 hours at room temperature. The mixture is then washed with 2 portion of water (50 ml), dried and the solvent is then removed to yield the desired prod... Starting materials: ClCCl, Cc1noc(CCCCCCCOc2ccc(C3=NCCO3)cc2)c1CO, O=S(Cl)Cl. Yields the product Cc1noc(CCCCCCCOc2ccc(C3=NCCO3)cc2)c1CCl. Reaction SMILES: [CH2:32]([Cl:33])[Cl:34].[O:5]1[C:6]([c:10]2[cH:11][cH:12][c:13]([O:14][CH2:15][CH2:16][CH2:17][CH2:18][CH2:19][CH2:20][CH2:21][c:22]3[c:23]([CH2:28][OH:29])[c:24]([CH3:27])[n:25][o:26]3)[cH:30][cH:31]2)=[N:7][CH2:8][CH2:9]1.[S:1]([Cl:2])([Cl:3])=[O:4]>>[Cl:3][CH2:28][c:23]1[c:22]([CH2:21][CH2:20][CH2:19][CH2:18][CH2:17][CH2:16][CH2:15][O:14][c:13]2[cH:12][cH:11][c:10]([C:6]3=[N:7][CH2:8][CH2:9][O:5]3)[cH:31][cH:30]2)[o:26][n:25][c:24]1[CH3:27]. Reactants: N(C1=CC=CC=C1)C=1C(C(C1O)=NC1=CC=CC=C1)=O (2-anilino-3-hydroxy-4-(phenylimino)-2-cyclobuten-1-one), C(C)N1CCNCC1 (1-ethylpiperazine). Yields the product [OH-].OC=1C(C(C1N1CCN(CC1)CC)=O)=[N+]1CCN(CC1)CC (1-[2-hydroxy-3-(4-ethyl-1-piperazinyl)-4-oxo-2-cyclobuten-1-ylidene]-4-ethylpiperazinium hydroxide). As a reaction SMILES: [NH:1]([C:8]1[C:9](=[O:20])[C:10](=[N:13][C:14]2[CH:19]=CC=CC=2)[C:11]=1[OH:12])[C:2]1[CH:7]=CC=CC=1.C(N1[CH2:28][CH2:27][NH:26][CH2:25][CH2:24]1)C>>[OH-:12].[OH:12][C:11]1[C:10](=[N+:13]2[CH2:14][CH2:19][N:26]([CH2:25][CH3:24])[CH2:27][CH2:28]2)[C:9](=[O:20])[C:8]=1[N:1]1[CH2:2][CH2:7][N:1]([CH2:8][CH3:11])[CH2:2][CH2:7]1 |f:2.3|. Procedure details: A mixture of 4.0 grams of 2-anilino-3-hydroxy-4-(phenylimino)-2-cyclobuten-1-one and 3.4 grams of 1-ethylpiperazine is heated at 194°-198° C. in an atmosphere of dry nitrogen for 30 minutes. The cooled solid is comminuted, washed with anhydrous ethyl ether, and dried and the resulting solid is then extracted with 50 ml. of anhydrous benzene. The benzene solution is treated with activated carbon, filtered, concentrated and cooled. A crystalline solid forms and this is separated by filtration and ... The reactants are Cl (HCl), [Cl-].[Na+] (sodium chloride), C(CCCO)O (1,4-butanediol), C(C1=CC=CC=C1)Br (benzyl bromide), CC(C)([O-])C.[K+] (potassium-tert-butoxide). The solvent is C1CCOC1 (THF). Product: C(C1=CC=CC=C1)OCCCCO (4-Benzyloxybutanol). The yield is 97.6%. As a reaction SMILES: [CH2:1]([OH:6])[CH2:2][CH2:3][CH2:4][OH:5].[CH2:7](Br)[C:8]1[CH:13]=[CH:12][CH:11]=[CH:10][CH:9]=1.CC(C)([O-])C.[K+].Cl.[Cl-].[Na+]>C1COCC1>[CH2:7]([O:5][CH2:4][CH2:3][CH2:2][CH2:1][OH:6])[C:8]1[CH:13]=[CH:12][CH:11]=[CH:10][CH:9]=1 |f:2.3,5.6|. Procedure: In a 2 l flask, a solution of 1,4-butanediol (45 g, 0.5 mol) and benzyl bromide (85.5 g, 0.5 mol) in dry THF (500 ml) is cooled to 0° C. (internal temperature). With vigorous stirring, potassium-tert-butoxide (56 g, 0.5 mol) is added in ~5 g portions, maintaining the internal temperature below 10° C. After addition of 1 N HCl (2 l), the mixture is saturated with sodium chloride, extracted with ether (1.5 l), washed with water, dried, and finally evaporated to give an oil (88 g) which is distille... Reactants: NC=1C=C2C=3CC(CCC3NC2=CC1)N(C)C (6-amino-3-(dimethyl)amino-1,2,3,4-tetrahydro-9H-carbazole), FC1=C(C(=O)Cl)C=C(C=C1)F (2,5-difluorobenzoyl chloride). Product: FC1=C(C(=O)NC=2C=C3C=4CC(CCC4NC3=CC2)N(C)C)C=C(C=C1)F (6-(2,5-difluorobenzoyl)amino-3-(dimethyl)amino-1,2,3,4-tetrahydro-9H-carbazole). Isolated yield 78.3%. RXN SMILES: [NH2:1][C:2]1[CH:3]=[C:4]2[C:12](=[CH:13][CH:14]=1)[NH:11][C:10]1[CH2:9][CH2:8][CH:7]([N:15]([CH3:17])[CH3:16])[CH2:6][C:5]2=1.[F:18][C:19]1[CH:27]=[CH:26][C:25]([F:28])=[CH:24][C:20]=1[C:21](Cl)=[O:22]>>[F:18][C:19]1[CH:27]=[CH:26][C:25]([F:28])=[CH:24][C:20]=1[C:21]([NH:1][C:2]1[CH:3]=[C:4]2[C:12](=[CH:13][CH:14]=1)[NH:11][C:10]1[CH2:9][CH2:8][CH:7]([N:15]([CH3:17])[CH3:16])[CH2:6][C:5]2=1)=[O:22]. Reported procedure: Beginning with 10.4 mg (0.046 mMol) 6-amino-3-(dimethyl)amino-1,2,3,4-tetrahydro-9H-carbazole and 8.6 μL (0.051 mMol) 2,5-difluorobenzoyl chloride, 13.3 mg (78%) of the title compound were recovered as a beige solid. Reactants: O=C([O-])[O-], O=C(NC1CC1)C1COCCN1c1nc(Cl)ncc1F, [Cs+], [Cs+], CN(C)C=O, O. Product: O=C1C2COCCN2c2nc(Cl)ncc2N1C1CC1. As a reaction SMILES: [C:26](=[O:27])([O-:28])[O-:29].[Cl:1][c:2]1[n:3][cH:4][c:5]([F:20])[c:6]([N:8]2[CH:9]([C:14](=[O:15])[NH:16][CH:17]3[CH2:18][CH2:19]3)[CH2:10][O:11][CH2:12][CH2:13]2)[n:7]1.[Cs+:30].[Cs+:31].[O:21]=[CH:22][N:23]([CH3:24])[CH3:25].[OH2:32]>>[Cl:1][c:2]1[n:3][cH:4][c:5]2[c:6]([n:7]1)[N:8]1[CH:9]([CH2:10][O:11][CH2:12][CH2:13]1)[C:14](=[O:15])[N:16]2[CH:17]1[CH2:18][CH2:19]1. Starting materials: C1(C=2C(C(N1CCCC=O)=O)=CC=CC2)=O (4-phthalimidobutyraldehyde), COC1=CC=C2CCNCC2=C1 (7-methoxy-1,2,3,4-tetrahydroisoquinoline), Example 1. The product is COC1=CC=C2CCN(CC2=C1)CCCCN1C(C=2C(C1=O)=CC=CC2)=O (7-Methoxy-2-(4-phthalimidobutyl)-1,2,3,4-tetrahydroisoquinoline). RXN SMILES: [C:1]1(=[O:16])[N:5]([CH2:6][CH2:7][CH2:8][CH:9]=O)[C:4](=[O:11])[C:3]2=[CH:12][CH:13]=[CH:14][CH:15]=[C:2]12.[CH3:17][O:18][C:19]1[CH:28]=[C:27]2[C:22]([CH2:23][CH2:24][NH:25][CH2:26]2)=[CH:21][CH:20]=1>>[CH3:17][O:18][C:19]1[CH:28]=[C:27]2[C:22]([CH2:23][CH2:24][N:25]([CH2:9][CH2:8][CH2:7][CH2:6][N:5]3[C:4](=[O:11])[C:3]4=[CH:12][CH:13]=[CH:14][CH:15]=[C:2]4[C:1]3=[O:16])[CH2:26]2)=[CH:21][CH:20]=1. Procedure: Prepared from 4-phthalimidobutyraldehyde (15.96 g, 0.074 mol) and 7-methoxy-1,2,3,4-tetrahydroisoquinoline (10 g, 0.061 mol) using a procedure similar to that of Example 1 (13.5 g, 60%).